describe an organic reaction: reactants, conditions, products, and yield From a dataset of the Open Reaction Database (ORD), a public repository of structured organic reaction records. Starting materials: N([C@@H](CC1=CC=CC=C1)C(=O)N([C@@H](C)C(=O)N[C@@H](CC1=CC=C(C=C1)O)C(=O)OC)C)C(=O)OC(C)(C)C (BOC-Phe-N-Me-Ala-Tyr-OMe). The solvent is C(C)OC(C)=O (ethylacetate), Cl (hydrogen chloride). Yields the product N[C@@H](CC1=CC=CC=C1)C(=O)N([C@@H](C)C(=O)N[C@@H](CC1=CC=C(C=C1)O)C(=O)OC)C (Phe-N-Me-Ala-Tyr-OMe). Reaction SMILES: [NH:1](C(OC(C)(C)C)=O)[C@H:2]([C:10]([N:12]([CH3:31])[C@H:13]([C:15]([NH:17][C@H:18]([C:27]([O:29][CH3:30])=[O:28])[CH2:19][C:20]1[CH:25]=[CH:24][C:23]([OH:26])=[CH:22][CH:21]=1)=[O:16])[CH3:14])=[O:11])[CH2:3][C:4]1[CH:9]=[CH:8][CH:7]=[CH:6][CH:5]=1>C(OC(=O)C)C.Cl>[NH2:1][C@H:2]([C:10]([N:12]([CH3:31])[C@H:13]([C:15]([NH:17][C@H:18]([C:27]([O:29][CH3:30])=[O:28])[CH2:19][C:20]1[CH:25]=[CH:24][C:23]([OH:26])=[CH:22][CH:21]=1)=[O:16])[CH3:14])=[O:11])[CH2:3][C:4]1[CH:9]=[CH:8][CH:7]=[CH:6][CH:5]=1. Procedure details: Following the procedure of Example 2 using 73.37 grams of BOC-Phe-N-Me-Ala-Tyr-OMe in 500 ml of ethylacetate and hydrogen chloride gas there is obtained 3 crops of "Phe-N-Me-Ala-Tyr-OMe" as follows: Starting materials: BrC1=CC=C(C=C1)N1N=C2C=C(C(=CC2=C1C(=O)NC)C1CC1)NS(=O)(=O)C (2-(4-bromophenyl)-5-cyclopropyl-N-methyl-6-[(methylsulfonyl)amino]-2H-indazole-3-carboxamide), BrCCN1C(C=2C(C1=O)=CC=CC2)=O (N-(2-bromoethyl)phthalimide). Product: BrC1=CC=C(C=C1)N1N=C2C=C(C(=CC2=C1C(=O)NC)C1CC1)N(S(=O)(=O)C)CCN1C(C2=CC=CC=C2C1=O)=O (2-(4-bromophenyl)-5-cyclopropyl-6-{[2-(1,3-dioxo-1,3-dihydro-2H-isoindol-2-yl)ethyl](methylsulfonyl)amino}-N-methyl-2H-indazole-3-carboxamide). Yield: 7.7%. Reaction SMILES: [Br:1][C:2]1[CH:7]=[CH:6][C:5]([N:8]2[C:16]([C:17]([NH:19][CH3:20])=[O:18])=[C:15]3[C:10]([CH:11]=[C:12]([NH:24][S:25]([CH3:28])(=[O:27])=[O:26])[C:13]([CH:21]4[CH2:23][CH2:22]4)=[CH:14]3)=[N:9]2)=[CH:4][CH:3]=1.Br[CH2:30][CH2:31][N:32]1[C:36](=[O:37])[C:35]2=[CH:38][CH:39]=[CH:40][CH:41]=[C:34]2[C:33]1=[O:42]>>[Br:1][C:2]1[CH:7]=[CH:6][C:5]([N:8]2[C:16]([C:17]([NH:19][CH3:20])=[O:18])=[C:15]3[C:10]([CH:11]=[C:12]([N:24]([CH2:30][CH2:31][N:32]4[C:33](=[O:42])[C:34]5[C:35](=[CH:38][CH:39]=[CH:40][CH:41]=5)[C:36]4=[O:37])[S:25]([CH3:28])(=[O:27])=[O:26])[C:13]([CH:21]4[CH2:23][CH2:22]4)=[CH:14]3)=[N:9]2)=[CH:4][CH:3]=1. Procedure details: Intermediate (6) was prepared by alkylation of Compound (1) (210 mg, 0.45 mmol) with N-(2-bromoethyl)phthalimide (230 mg, 0.90 mmol) according to the procedure in Method C, Step a. The crude material was purified by flash column chromatography eluting with EtOAc/hexane (5-80%) to afford 2-(4-bromophenyl)-5-cyclopropyl-6-{[2-(1,3-dioxo-1,3-dihydro-2H-isoindol-2-yl)ethyl](methylsulfonyl)amino}-N-methyl-2H-indazole-3-carboxamide (6) as an off-white solid (22 mg). The reactants are C1CCOC1, COC(=O)c1cc(N2CCOCC2)cc2c1nc(C)n2Cc1cccc2cccnc12, [Li+], [OH-]. Product: Cc1nc2c(C(=O)O)cc(N3CCOCC3)cc2n1Cc1cccc2cccnc12. As a reaction SMILES: [CH2:34]1[O:35][CH2:36][CH2:37][CH2:38]1.[CH3:1][c:2]1[n:3][c:4]2[c:5]([n:6]1[CH2:7][c:8]1[cH:9][cH:10][cH:11][c:12]3[cH:13][cH:14][cH:15][n:16][c:17]13)[cH:18][c:19]([N:26]1[CH2:27][CH2:28][O:29][CH2:30][CH2:31]1)[cH:20][c:21]2[C:22](=[O:23])[O:24][CH3:25].[Li+:33].[OH-:32]>>[CH3:1][c:2]1[n:3][c:4]2[c:5]([n:6]1[CH2:7][c:8]1[cH:9][cH:10][cH:11][c:12]3[cH:13][cH:14][cH:15][n:16][c:17]13)[cH:18][c:19]([N:26]1[CH2:27][CH2:28][O:29][CH2:30][CH2:31]1)[cH:20][c:21]2[C:22](=[O:23])[OH:24]. Reactants: N1C(=NC=C1)CC(=O)C1=CC=C(C=C1)C#N (4-(2-imidazolylacetyl)benzenecarbonitrile), COC(N(C)C)OC (N,N-dimethylformamide dimethyl acetal). Reaction conditions: temperature 75 celsius, time 12 hour. The product is CN(/C=C(/C(=O)C1=CC=C(C=C1)C#N)\C=1NC=CN1)C (4-[(2E)-3-(dimethylamino)-2-imidazolylprop-2-enoyl]benzenecarbonitrile). RXN SMILES: [NH:1]1[CH:5]=[CH:4][N:3]=[C:2]1[CH2:6][C:7]([C:9]1[CH:14]=[CH:13][C:12]([C:15]#[N:16])=[CH:11][CH:10]=1)=[O:8].CO[CH:19](OC)[N:20]([CH3:22])[CH3:21]>>[CH3:19][N:20]([CH3:22])/[CH:21]=[C:6](\[C:2]1[NH:1][CH:5]=[CH:4][N:3]=1)/[C:7]([C:9]1[CH:14]=[CH:13][C:12]([C:15]#[N:16])=[CH:11][CH:10]=1)=[O:8]. Reported procedure: A mixture of 4-(2-imidazolylacetyl)benzenecarbonitrile (0.30 M) and N,N-dimethylformamide dimethyl acetal (DMFDMA) (80 ml) was stirred for 12 h at 75° C. The DMFDMA was then removed under reduced pressure and dried under high vacuum for several hours giving an orange-yellow solid 4-[(2E)-3-(dimethylamino)-2-imidazolylprop-2-enoyl]benzenecarbonitrile in quantitative yield. The enaminone product was typically used without further purification. Starting materials: N (ammonia), [SiH4] (silane), O.O=C[C@H](O)[C@@H](O)[C@H](O)[C@H](O)CO (dextrose monohydrate), C(CC(O)(C(=O)O)CC(=O)O)(=O)O (citric acid). Run in O (water). The product is C(CC(O)(C(=O)[O-])CC(=O)[O-])(=O)[O-].[NH4+].[NH4+].[NH4+].O=C[C@H](O)[C@@H](O)[C@H](O)[C@H](O)CO (triammonium citrate dextrose), solution. As a reaction SMILES: O.[O:2]=[CH:3][C@@H:4]([C@H:6]([C@@H:8]([C@@H:10]([CH2:12][OH:13])[OH:11])[OH:9])[OH:7])[OH:5].[C:14]([OH:26])(=[O:25])[CH2:15][C:16]([CH2:21][C:22]([OH:24])=[O:23])([C:18]([OH:20])=[O:19])[OH:17].[NH3:27].[SiH4]>O>[C:14]([O-:26])(=[O:25])[CH2:15][C:16]([CH2:21][C:22]([O-:24])=[O:23])([C:18]([O-:20])=[O:19])[OH:17].[NH4+:27].[NH4+:27].[NH4+:27].[O:2]=[CH:3][C@@H:4]([C@H:6]([C@@H:8]([C@@H:10]([CH2:12][OH:13])[OH:11])[OH:9])[OH:7])[OH:5] |f:0.1,6.7.8.9.10|. Procedure: Aqueous triammonium citrate-dextrose (1:6) binders were prepared by the following general procedure: Powdered dextrose monohydrate (915 g) and powdered anhydrous citric acid (152.5 g) were combined in a 1-gallon reaction vessel to which 880 g of distilled water was added. To this mixture were added 265 g of 19% aqueous ammonia with agitation, and agitation was continued for several minutes to achieve complete dissolution of solids. To the resulting solution were added 3.3 g of SILQUEST A-1101 si... Reactants: CCN(C(C)C)C(C)C, CCN=C=NCCCN(C)C, Cl, Cl, CN1CCC(n2cc(-c3cnc(N)c(C(=O)O)c3)cn2)CC1, COc1ccc(N)c(O)c1, CN(C)C=O, [O-][n+]1ccccc1O. Yields the product COc1ccc(NC(=O)c2cc(-c3cnn(C4CCN(C)CC4)c3)cnc2N)c(O)c1. As a reaction SMILES: [CH2:12]([N:13]([CH:14]([CH3:15])[CH3:16])[CH:17]([CH3:18])[CH3:19])[CH3:20].[CH2:52]([N:53]=[C:54]=[N:55][CH2:56][CH2:57][CH2:58][N:59]([CH3:60])[CH3:61])[CH3:62].[ClH:1].[ClH:51].[NH2:29][c:30]1[n:31][cH:32][c:33](-[c:39]2[cH:40][n:41][n:42]([CH:44]3[CH2:45][CH2:46][N:47]([CH3:50])[CH2:48][CH2:49]3)[cH:43]2)[cH:34][c:35]1[C:36](=[O:37])[OH:38].[NH2:2][c:3]1[c:4]([OH:11])[cH:5][c:6]([O:9][CH3:10])[cH:7][cH:8]1.[O:63]=[CH:64][N:65]([CH3:66])[CH3:67].[OH:21][c:22]1[cH:23][cH:24][cH:25][cH:26][n+:27]1[O-:28]>>[NH:2]([c:3]1[c:4]([OH:11])[cH:5][c:6]([O:9][CH3:10])[cH:7][cH:8]1)[C:36]([c:35]1[c:30]([NH2:29])[n:31][cH:32][c:33](-[c:39]2[cH:40][n:41][n:42]([CH:44]3[CH2:45][CH2:46][N:47]([CH3:50])[CH2:48][CH2:49]3)[cH:43]2)[cH:34]1)=[O:37]. Starting materials: NC=1C=C(C=CC1C)NC(C1=CC(=CC=C1)C(C)(C)C#N)=O (N-(3-amino-4-methylphenyl)-3-(2-cyanopropan-2-yl)benzamide), Cl (HCl). Run in O1CCOCC1 (dioxane), O1CCOCC1 (dioxane). Conditions: temperature 60 celsius, time 1 hour. Yields the product Cl.NC=1C=C(C=CC1C)NC(C1=CC(=CC=C1)C(C)(C)C#N)=O (N-(3-amino-4-methylphenyl)-3-(2-cyanopropan-2-yl)benzamide hydrochloride). Isolated yield 83.0%. Reaction SMILES: [NH2:1][C:2]1[CH:3]=[C:4]([NH:9][C:10](=[O:22])[C:11]2[CH:16]=[CH:15][CH:14]=[C:13]([C:17]([C:20]#[N:21])([CH3:19])[CH3:18])[CH:12]=2)[CH:5]=[CH:6][C:7]=1[CH3:8].[ClH:23]>O1CCOCC1>[ClH:23].[NH2:1][C:2]1[CH:3]=[C:4]([NH:9][C:10](=[O:22])[C:11]2[CH:16]=[CH:15][CH:14]=[C:13]([C:17]([C:20]#[N:21])([CH3:19])[CH3:18])[CH:12]=2)[CH:5]=[CH:6][C:7]=1[CH3:8] |f:3.4|. Reported procedure: To a solution of N-(3-amino-4-methylphenyl)-3-(2-cyanopropan-2-yl)benzamide 5 (18 g, 61 mmol) in dioxane was added 4N HCl in dioxane (1.1 eq) and stirred at 60° C. for 1 h. After cooling the precipitate was collected to give N-(3-amino-4-methylphenyl)-3-(2-cyanopropan-2-yl)benzamide hydrochloride 6 (16.7 g, 83%).